Dataset: the Open Reaction Database (ORD), a public repository of structured organic reaction records. Task: describe an organic reaction: reactants, conditions, products, and yield Reactants: CC(=O)O (AcOH), N1CCCCC1 (Piperidine), COC=1C=C(C=O)C=CC1OCC#CCC (3-methoxy-4-(pent-2-ynyl)oxybenzaldehyde), C(=O)(O)CC(=O)NC1=C(C(=O)O)C=CC=C1 (2-[(carboxyacetyl)amino]benzoic acid). Run in C1(=CC=CC=C1)C (toluene). Yields the product COC=1C=C(C=CC1OCC#CCC)/C=C/C(=O)NC1=C(C(=O)O)C=CC=C1 ((E)-2-[[3-(3-Methoxy-4-(pent-2-ynyloxy)phenyl)-1-oxo-2-propenyl]amino]benzoic acid). Isolated yield 59.9%. As a reaction SMILES: N1CCCCC1.[CH3:7][O:8][C:9]1[CH:10]=[C:11]([CH:14]=[CH:15][C:16]=1[O:17][CH2:18][C:19]#[C:20][CH2:21][CH3:22])[CH:12]=O.C([CH2:26][C:27]([NH:29][C:30]1[CH:38]=[CH:37][CH:36]=[CH:35][C:31]=1[C:32]([OH:34])=[O:33])=[O:28])(O)=O.CC(O)=O>C1(C)C=CC=CC=1>[CH3:7][O:8][C:9]1[CH:10]=[C:11](/[CH:12]=[CH:26]/[C:27]([NH:29][C:30]2[CH:38]=[CH:37][CH:36]=[CH:35][C:31]=2[C:32]([OH:34])=[O:33])=[O:28])[CH:14]=[CH:15][C:16]=1[O:17][CH2:18][C:19]#[C:20][CH2:21][CH3:22]. Procedure: Piperidine (0.22 mL, 2.2 mmol) was added to a suspension of 3-methoxy-4-(pent-2-ynyl)oxybenzaldehyde (0.50 g, 2.3 mmol) and 2-[(carboxyacetyl)amino]benzoic acid (0.49 g, 2.2 mmol) in toluene (5.0 mL) and treated according to Procedure 2, acidifying with 20% AcOH. (E)-2-[[3-(3-Methoxy-4-(pent-2-ynyloxy)phenyl)-1-oxo-2-propenyl]amino]benzoic acid (0.50 g, 60%) was obtained as a colourless crystalline solid; mp 185.5-186.5° C.; δH (400 MHz, DMSO-d6) 1.05 (t, J=7.4 Hz, 2H, CH2CH3), 2.20 (q, J=7.4 Hz...